From a dataset of the Open Reaction Database (ORD), a public repository of structured organic reaction records. describe an organic reaction: reactants, conditions, products, and yield The reactants are FC(OC1=CC=C(C=C1)[C@H](C)N)(F)F ((S)-1-(4-(trifluoromethoxy)phenyl)ethanamine), C(C)(C)(C)OC(=O)C1=C(C=CC=C1)C1=CC=C(C=C1)CN1C(=C(C2=CC(=CC=C12)C(=O)O)C)C (1-((2′-(tert-butoxycarbonyl)-[1,1′-biphenyl]-4-yl)methyl)-2,3-dimethyl-1H-indole-5-carboxylic acid). The product is CC=1N(C2=CC=C(C=C2C1C)C(N[C@@H](C)C1=CC=C(C=C1)OC(F)(F)F)=O)CC1=CC=C(C=C1)C=1C(=CC=CC1)C(=O)O ((S)-4′-((2,3-dimethyl-5-((1-(4-(trifluoromethoxy)phenyl)ethyl)carbamoyl)-1H-indol-1-yl)methyl)-[1,1′-biphenyl]-2-carboxylic acid). RXN SMILES: [F:1][C:2]([F:14])([F:13])[O:3][C:4]1[CH:9]=[CH:8][C:7]([C@@H:10]([NH2:12])[CH3:11])=[CH:6][CH:5]=1.C([O:19][C:20]([C:22]1[CH:27]=[CH:26][CH:25]=[CH:24][C:23]=1[C:28]1[CH:33]=[CH:32][C:31]([CH2:34][N:35]2[C:43]3[C:38](=[CH:39][C:40]([C:44](O)=[O:45])=[CH:41][CH:42]=3)[C:37]([CH3:47])=[C:36]2[CH3:48])=[CH:30][CH:29]=1)=[O:21])(C)(C)C>>[CH3:48][C:36]1[N:35]([CH2:34][C:31]2[CH:32]=[CH:33][C:28]([C:23]3[C:22]([C:20]([OH:21])=[O:19])=[CH:27][CH:26]=[CH:25][CH:24]=3)=[CH:29][CH:30]=2)[C:43]2[C:38]([C:37]=1[CH3:47])=[CH:39][C:40]([C:44](=[O:45])[NH:12][C@H:10]([C:7]1[CH:6]=[CH:5][C:4]([O:3][C:2]([F:13])([F:14])[F:1])=[CH:9][CH:8]=1)[CH3:11])=[CH:41][CH:42]=2. Procedure: The title compound was prepared following the same general protocol as described in Step 8-9, Example 1, using the (S)-1-(4-(trifluoromethoxy)phenyl)ethanamine and the 1-((2′-(tert-butoxycarbonyl)-[1,1′-biphenyl]-4-yl)methyl)-2,3-dimethyl-1H-indole-5-carboxylic acid. ESI-MS (m/z): 587 [M+H]+.